Dataset: the Open Reaction Database (ORD), a public repository of structured organic reaction records. Task: describe an organic reaction: reactants, conditions, products, and yield Starting materials: O(C1=CC=CC=C1)C=1C2=C(N=CN1)C=CN2CC(O)O (2-(4-Phenoxy-5H-pyrrolo[3,2-d]pyrimidin-5-yl)ethane-1,1-diol), CS(=O)(=O)CCN (2-(methylsulfonyl)ethylamine), C(C)(=O)O[BH-](OC(C)=O)OC(C)=O.[Na+] (Sodium triacetoxyborohydride). Solvent: CN(C=O)C (N,N-dimethylformamide), C(C)(=O)O (acetic acid). Run at time 1.5 hour. Product: CS(=O)(=O)CCNCCN1C=CC=2N=CN=C(C21)OC2=CC=CC=C2 (2-(methylsulfonyl)-N-[2-(4-phenoxy-5H-pyrrolo[3,2-d]pyrimidin-5-yl)ethyl]ethanamine). The yield is 76.5%. RXN SMILES: [O:1]([C:8]1[C:9]2[N:16]([CH2:17][CH:18](O)O)[CH:15]=[CH:14][C:10]=2[N:11]=[CH:12][N:13]=1)[C:2]1[CH:7]=[CH:6][CH:5]=[CH:4][CH:3]=1.[CH3:21][S:22]([CH2:25][CH2:26][NH2:27])(=[O:24])=[O:23].C(O[BH-](OC(=O)C)OC(=O)C)(=O)C.[Na+]>CN(C)C=O.C(O)(=O)C>[CH3:21][S:22]([CH2:25][CH2:26][NH:27][CH2:18][CH2:17][N:16]1[C:9]2[C:8]([O:1][C:2]3[CH:7]=[CH:6][CH:5]=[CH:4][CH:3]=3)=[N:13][CH:12]=[N:11][C:10]=2[CH:14]=[CH:15]1)(=[O:24])=[O:23] |f:2.3|. Procedure: 2-(4-Phenoxy-5H-pyrrolo[3,2-d]pyrimidin-5-yl)ethane-1,1-diol (500 mg) and 2-(methylsulfonyl)ethylamine (341 mg) were dissolved in N,N-dimethylformamide (29 mL)/acetic acid (2.9 mL), and the mixture was stirred at room temperature for 1.5 hrs. Sodium triacetoxyborohydride (579 mg) was added, and the mixture was stirred at room temperature for 16 hrs. The reaction mixture was concentrated under reduced pressure, and the residue was purified by silica gel column chromatography (ethyl acetate/methan...